This data is from the Open Reaction Database (ORD), a public repository of structured organic reaction records. The task is: describe an organic reaction: reactants, conditions, products, and yield Starting materials: [Br-], [Mg+]c1ccc(Cl)cc1, CC1(C)CCC(=O)C(=CO)C1. Product: CC1(C)CCC(O)(c2ccc(Cl)cc2)C(=CO)C1. RXN SMILES: [Br-:12].[Cl:13][c:14]1[cH:15][cH:16][c:17]([Mg+:20])[cH:18][cH:19]1.[OH:1][CH:2]=[C:3]1[C:4](=[O:11])[CH2:5][CH2:6][C:7]([CH3:9])([CH3:10])[CH2:8]1>>[OH:1][CH:2]=[C:3]1[C:4]([OH:11])([c:17]2[cH:16][cH:15][c:14]([Cl:13])[cH:19][cH:18]2)[CH2:5][CH2:6][C:7]([CH3:9])([CH3:10])[CH2:8]1. Starting materials: OC1=CC=C(C=O)C=C1 (p-hydroxy benzaldehyde), [N+](=O)([O-])C (nitromethane). The product is [N+](=O)([O-])C=CC1=CC=CC=C1 (nitrostyrene). As a reaction SMILES: O[C:2]1[CH:9]=[CH:8][C:5]([CH:6]=O)=[CH:4][CH:3]=1.[N+:10]([CH3:13])([O-:12])=[O:11]>>[N+:10]([CH:13]=[CH:6][C:5]1[CH:8]=[CH:9][CH:2]=[CH:3][CH:4]=1)([O-:12])=[O:11]. Reported procedure: In the present application, the Henry reaction between p-hydroxy benzaldehyde and nitromethane at 90° C. was carried out, resulting in the formation of nitrostyrene. Typically, 20 mg of a particular aminofunctionalized mesoporous sample was added into a mixture of 122 mg (1 mmol) p-hydroxybenzaldehyde and 10 mL of nitromethane. The reaction mixture was stirred at 90° C. under nitrogen and aliquots of the reaction product were taken with a filter syringe and characterized by solution 1H NMR spect...